From a dataset of the Open Reaction Database (ORD), a public repository of structured organic reaction records. describe an organic reaction: reactants, conditions, products, and yield The reactants are C(C)OC(C1=CC(=CC=C1)SC1=C(NC2=CC(=C(C=C12)F)Cl)C)=O (3-(6-Chloro-5-fluoro-2-methyl-1H-indol-3-ylsulfanyl)-benzoic acid ethyl ester), BrC=1C=NN(C1)CCC (4-bromo-1-propyl-1H-pyrazole). The product is C(C)OC(C1=CC(=CC=C1)SC1=C(N(C2=CC(=C(C=C12)F)Cl)C=1C=NN(C1)CCC)C)=O (3-[6-Chloro-5-fluoro-2-methyl-1-(1-propyl-1H-pyrazol-4-yl)-1H-indol-3-ylsulfanyl]-benzoic acid ethyl ester). As a reaction SMILES: [CH2:1]([O:3][C:4](=[O:24])[C:5]1[CH:10]=[CH:9][CH:8]=[C:7]([S:11][C:12]2[C:20]3[C:15](=[CH:16][C:17]([Cl:22])=[C:18]([F:21])[CH:19]=3)[NH:14][C:13]=2[CH3:23])[CH:6]=1)[CH3:2].Br[C:26]1[CH:27]=[N:28][N:29]([CH2:31][CH2:32][CH3:33])[CH:30]=1>>[CH2:1]([O:3][C:4](=[O:24])[C:5]1[CH:10]=[CH:9][CH:8]=[C:7]([S:11][C:12]2[C:20]3[C:15](=[CH:16][C:17]([Cl:22])=[C:18]([F:21])[CH:19]=3)[N:14]([C:26]3[CH:27]=[N:28][N:29]([CH2:31][CH2:32][CH3:33])[CH:30]=3)[C:13]=2[CH3:23])[CH:6]=1)[CH3:2]. Procedure: Prepared according to the procedure described in Example 55, Step 2 using the following starting materials: 3-(6-Chloro-5-fluoro-2-methyl-1H-indol-3-ylsulfanyl)-benzoic acid ethyl ester and 4-bromo-1-propyl-1H-pyrazole. Starting materials: C(C1=CC=CC=C1)(C1=CC=CC=C1)(C1=CC=CC=C1)Cl (trityl chloride), C(CS)(=O)OC (methyl thioglycolate). Run in C1(=CC=CC=C1)C (toluene). Product: C1(=CC=CC=C1)C(SCC(=O)OC)(C1=CC=CC=C1)C1=CC=CC=C1 (methyl [(triphenylmethyl)thio]acetate). Yield: 86.6%. RXN SMILES: [C:1](Cl)([C:14]1[CH:19]=[CH:18][CH:17]=[CH:16][CH:15]=1)([C:8]1[CH:13]=[CH:12][CH:11]=[CH:10][CH:9]=1)[C:2]1[CH:7]=[CH:6][CH:5]=[CH:4][CH:3]=1.[C:21]([O:25][CH3:26])(=[O:24])[CH2:22][SH:23]>C1(C)C=CC=CC=1>[C:2]1([C:1]([C:14]2[CH:19]=[CH:18][CH:17]=[CH:16][CH:15]=2)([C:8]2[CH:13]=[CH:12][CH:11]=[CH:10][CH:9]=2)[S:23][CH2:22][C:21]([O:25][CH3:26])=[O:24])[CH:7]=[CH:6][CH:5]=[CH:4][CH:3]=1. Procedure: A solution of trityl chloride (Aldrich) (5.0 g, 17.9 mmol) and methyl thioglycolate (2.1 mL, 23.3 mmol) in 50 mL of toluene is heated at reflux overnight. The reaction solution is cooled and concentrated in vacuo. The oily residue is crystallized from ethyl acetate/hexane to give 5.4 g (87%) of methyl [(triphenylmethyl)thio]acetate: melting point 111°-115° C. Reactants: C(C1=CC=CC=C1)(=O)Cl (benzoyl chloride), OC(CN1C=NC=2C=NC=3C=CC=CC3C21)CO (1-(2,3-dihydroxypropyl)-1H-imidazo[4,5-c]quinoline). Product: C(C1=CC=CC=C1)(=O)OC(CN1C=NC=2C=NC=3C=CC=CC3C21)COC(C2=CC=CC=C2)=O (1-(2,3-dibenzoyloxypropyl)-1H-imidazo[4,5-c]quinoline). RXN SMILES: [C:1](Cl)(=[O:8])[C:2]1[CH:7]=[CH:6][CH:5]=[CH:4][CH:3]=1.[OH:10][CH:11]([CH2:26][OH:27])[CH2:12][N:13]1[C:25]2[C:24]3[CH:23]=[CH:22][CH:21]=[CH:20][C:19]=3[N:18]=[CH:17][C:16]=2[N:15]=[CH:14]1>>[C:1]([O:10][CH:11]([CH2:26][O:27][C:1](=[O:8])[C:2]1[CH:7]=[CH:6][CH:5]=[CH:4][CH:3]=1)[CH2:12][N:13]1[C:25]2[C:24]3[CH:23]=[CH:22][CH:21]=[CH:20][C:19]=3[N:18]=[CH:17][C:16]=2[N:15]=[CH:14]1)(=[O:8])[C:2]1[CH:7]=[CH:6][CH:5]=[CH:4][CH:3]=1. Procedure: Using the method of Example 118, benzoyl chloride was reacted with 1-(2,3-dihydroxypropyl)-1H-imidazo[4,5-c]quinoline (from Example 70) to provide 1-(2,3-dibenzoyloxypropyl)-1H-imidazo[4,5-c]quinoline. Starting materials: O=C([O-])[O-], CCOC(=O)CCCBr, CN(C)C=O, [K+], [K+], O=Cc1ccc(O)cc1. Yields the product CCOC(=O)CCCOc1ccc(C=O)cc1. RXN SMILES: [C:10](=[O:11])([O-:12])[O-:13].[CH2:16]([CH3:17])[O:18][C:19]([CH2:20][CH2:21][CH2:22][Br:23])=[O:24].[CH3:25][N:26]([CH3:27])[CH:28]=[O:29].[K+:14].[K+:15].[OH:1][c:2]1[cH:3][cH:4][c:5]([CH:6]=[O:7])[cH:8][cH:9]1>>[O:1]([c:2]1[cH:3][cH:4][c:5]([CH:6]=[O:7])[cH:8][cH:9]1)[CH2:22][CH2:21][CH2:20][C:19]([O:18][CH2:16][CH3:17])=[O:24]. Reactants: COC1(C[C@H](NC1)C(=O)O)OC (4,4-Dimethoxy-L-proline), C(C)(=O)SCC(C(=O)Cl)SC (3-(acetylthio)-2-(methylthio)propionic acid chloride), SCC(C(=O)N1CC2(C(CCC2=O)=O)C[C@H]1C(=O)O)SC ((8S)-7-(3-Mercapto-2-methylthio-1-oxopropyl)-1,4-dioxo-7-azaspiro[4.4]nonane-8-carboxylic acid). Yields the product C(C)(=O)SCC(C(=O)N1[C@H](C(=O)O)CC(C1)(OC)OC)SC (1-[3-(acetylthio)-2-methylthio-1-oxopropyl]-4,4-dimethoxy-L-proline). As a reaction SMILES: [CH3:1][O:2][C:3]1([O:11][CH3:12])[CH2:7][NH:6][C@H:5]([C:8]([OH:10])=[O:9])[CH2:4]1.[C:13]([S:16][CH2:17][CH:18]([S:22][CH3:23])[C:19](Cl)=[O:20])(=[O:15])[CH3:14].SCC(SC)C(N1[C@H](C(O)=O)CC2(C(=O)CCC2=O)C1)=O>>[C:13]([S:16][CH2:17][CH:18]([S:22][CH3:23])[C:19]([N:6]1[CH2:7][C:3]([O:11][CH3:12])([O:2][CH3:1])[CH2:4][C@H:5]1[C:8]([OH:10])=[O:9])=[O:20])(=[O:15])[CH3:14]. Procedure details: 4,4-Dimethoxy-L-proline is reacted with 3-(acetylthio)-2-(methylthio)propionic acid chloride according to the procedure of Example 3 (d) to yield 1-[3-(acetylthio)-2-methylthio-1-oxopropyl]-4,4-dimethoxy-L-proline.